Dataset: the Open Reaction Database (ORD), a public repository of structured organic reaction records. Task: describe an organic reaction: reactants, conditions, products, and yield Starting materials: Cl (hydrochloric acid), NC1=NC=CC=C1N (2,3-diaminopyridine), [OH-].[K+] (potassium hydroxide), C(=S)=S (CS2). The solvent is C(Cl)Cl (CH2Cl2), O (water), C(C)O (ethanol). Reaction conditions: time 1 hour. Product: SC1=NC2=C(C=CC=N2)N1 (2-mercaptoimidazopyridine). The yield is 112.9%. As a reaction SMILES: [NH2:1][C:2]1[C:7]([NH2:8])=[CH:6][CH:5]=[CH:4][N:3]=1.[OH-].[K+].[C:11](=S)=[S:12].Cl>C(Cl)Cl.O.C(O)C>[SH:12][C:11]1[NH:8][C:7]2[CH:6]=[CH:5][CH:4]=[N:3][C:2]=2[N:1]=1 |f:1.2|. Reported procedure: A solution of 2,3-diaminopyridine (10.0 g, 92 mmol), potassium hydroxide (6.8 g, 123 mmol)k, CS2 (9.4 g, 123 mmol), ethanol (100 mL), and water (20 mL) was stirred at reflux for 5 hours, then at ambient temperature overnight. Evaporation in vacuo gave a residue which was dissolved in CH2Cl2, acidified to pH 5 with 2N hydrochloric acid, and stirred for 1 hour. The resultant suspension was filtered to give 15.7 g of 2-mercaptoimidazopyridine as a brown solid. A solution of the 2-mercaptoimidazopyr... Starting materials: BrC=1C=C(CCC2(CCCCC2)O)C=CC1 (1-(3-bromophenethyl)cyclohexanol), C(C=C)NC(C(F)(F)F)=O (N-allyl-2,2,2-trifluoroacetamide). Product: FC(C(=O)NC\C=C\C1=CC(=CC=C1)CCC1(CCCCC1)O)(F)F ((E)-2,2,2-trifluoro-N-(3-(3-(2-(1-hydroxycyclohexyl)ethyl)phenyl)allyl)acetamide). As a reaction SMILES: Br[C:2]1[CH:3]=[C:4]([CH:14]=[CH:15][CH:16]=1)[CH2:5][CH2:6][C:7]1([OH:13])[CH2:12][CH2:11][CH2:10][CH2:9][CH2:8]1.[CH2:17]([NH:20][C:21](=[O:26])[C:22]([F:25])([F:24])[F:23])[CH:18]=[CH2:19]>>[F:23][C:22]([F:25])([F:24])[C:21]([NH:20][CH2:17]/[CH:18]=[CH:19]/[C:2]1[CH:16]=[CH:15][CH:14]=[C:4]([CH2:5][CH2:6][C:7]2([OH:13])[CH2:12][CH2:11][CH2:10][CH2:9][CH2:8]2)[CH:3]=1)=[O:26]. Procedure: Coupling of 1-(3-bromophenethyl)cyclohexanol with N-allyl-2,2,2-trifluoroacetamide following the method described in Example 118 gives (E)-2,2,2-trifluoro-N-(3-(3-(2-(1-hydroxycyclohexyl)ethyl)phenyl)allyl)acetamide. Reactants: CO.ClCCl (MeOH Dichloromethane), BrCC=CC(=O)N1CCC=2C=3C(=NC=NC3SC2C1)NC1=CC(=C(C=C1)F)Cl (4-Bromo-1-[4-(3-chloro-4-fluoro-phenylamino)-5,8-dihydro-6H-9-thia-1,3,7-triaza-fluoren-7-yl]-but-2-en-1-one), crude mixture, C(C)(C)NC (isopropylmethylamine), CCN(C(C)C)C(C)C (DIEA). The solvent is ClCCl (dichloromethane), CC#N (MeCN), O (H2O), CN(C)C=O (DMF). Run at time 8 hour. Yields the product ClC=1C=C(C=CC1F)NC=1C2=C(N=CN1)SC1=C2CCN(C1)C(\C=C\CN(C)C(C)C)=O (N-(3-chloro-4-fluorophenyl)-7-{(2E)-4-[isopropyl(methyl)amino]but-2-enoyl}-5,6,7,8-tetrahydropyrido[4′,3′:4,5]thieno[2,3-d]pyrimidin-4-amine). The yield is 19.0%. As a reaction SMILES: Br[CH2:2][CH:3]=[CH:4][C:5]([N:7]1[CH2:19][C:18]2[S:17][C:16]3[N:15]=[CH:14][N:13]=[C:12]([NH:20][C:21]4[CH:26]=[CH:25][C:24]([F:27])=[C:23]([Cl:28])[CH:22]=4)[C:11]=3[C:10]=2[CH2:9][CH2:8]1)=[O:6].[CH:29]([NH:32][CH3:33])([CH3:31])[CH3:30].CCN(C(C)C)C(C)C.CO.ClCCl>ClCCl.CN(C=O)C.CC#N.O>[Cl:28][C:23]1[CH:22]=[C:21]([NH:20][C:12]2[C:11]3[C:10]4[CH2:9][CH2:8][N:7]([C:5](=[O:6])/[CH:4]=[CH:3]/[CH2:2][N:32]([CH:29]([CH3:31])[CH3:30])[CH3:33])[CH2:19][C:18]=4[S:17][C:16]=3[N:15]=[CH:14][N:13]=2)[CH:26]=[CH:25][C:24]=1[F:27] |f:3.4|. Reported procedure: To an ice-bath cooled solution of 4-Bromo-1-[4-(3-chloro-4-fluoro-phenylamino)-5,8-dihydro-6H-9-thia-1,3,7-triaza-fluoren-7-yl]-but-2-en-1-one (0.14 g, 0.291 mmol) in dichloromethane (4.0 ml) was added isopropylmethylamine (0.121 ml, 1.16 m mol) followed by the addition of DIEA (0.056 ml, 0.32 mmol). The resulting mixture was stirred at RT overnight. TLC (10% MeOH/Dichloromethane) indicates no starting material present. The crude mixture was rotavapped to dryness, dissolved in DMF & subjected to... Procedure: The captioned compound was obtained in the form of a white solid by performing the same reactions and/or treatments as those in Example 19, with the exceptions that 5-chloro-N-(5-chlorothiazol-2-yl)spiro[indoline-3,3′-pyrrolidine]-1-carboxamide was used instead of 5-bromo-N-(5-chlorothiazol-2-yl)spiro[indoline-3,3′-pyrrolidine]-1-carboxamide, and that N,N-dimethyl glycine was used instead of N-Boc glycine. RXN SMILES: [Cl:1][C:2]1[CH:3]=[C:4]2[C:10]3([CH2:14][CH2:13][NH:12][CH2:11]3)[CH2:9][N:8]([C:15]([NH:17][C:18]3[S:19][C:20]([Cl:23])=[CH:21][N:22]=3)=[O:16])[C:5]2=[CH:6][CH:7]=1.[CH3:24][N:25]([CH3:30])[CH2:26][C:27](O)=[O:28]>>[Cl:1][C:2]1[CH:3]=[C:4]2[C:10]3([CH2:14][CH2:13][N:12]([C:27](=[O:28])[CH2:26][N:25]([CH3:30])[CH3:24])[CH2:11]3)[CH2:9][N:8]([C:15]([NH:17][C:18]3[S:19][C:20]([Cl:23])=[CH:21][N:22]=3)=[O:16])[C:5]2=[CH:6][CH:7]=1. Product: ClC=1C=C2C(=CC1)N(CC21CN(CC1)C(CN(C)C)=O)C(=O)NC=1SC(=CN1)Cl (5-chloro-N-(5-chlorothiazol-2-yl)-1′-(2-(dimethylamino)acetyl)spiro[indoline-3,3′-pyrrolidine]-1-carboxamide). The reactants are ClC=1C=C2C(=CC1)N(CC21CNCC1)C(=O)NC=1SC(=CN1)Cl (5-chloro-N-(5-chlorothiazol-2-yl)spiro[indoline-3,3′-pyrrolidine]-1-carboxamide), CN(CC(=O)O)C (N,N-dimethyl glycine). Reactants: CN(C=CC(=O)C1=C(C=CC=C1)C(F)(F)F)C (3-dimethylamino-2'-(trifluoromethyl)acrylophenone), NC1=NNC=C1C#N (3-aminopyrazole-4-carbonitrile). Solvent: C(C)(=O)O (acetic acid). Product: FC(C1=C(C=CC=C1)C1=CC=NC=2N1N=CC2C#N)(F)F (7-(α,α,α-Trifluoro-o-tolyl)pyrazolo[1,5-a]pyrimidine-3-carbonitrile). Procedure details: A mixture of 4.86 g. of 3-dimethylamino-2'-(trifluoromethyl)acrylophenone, 50 ml. of glacial acetic acid and 3.24 g. of 3-aminopyrazole-4-carbonitrile is refluxed for 9 hours and evaporated to a residue. The residue is treated as described in Example 1, giving the desired product, m.p. 195.5°-197° C. Reaction SMILES: C[N:2]([CH3:17])[CH:3]=[CH:4][C:5]([C:7]1[CH:12]=[CH:11][CH:10]=[CH:9][C:8]=1[C:13]([F:16])([F:15])[F:14])=O.N[C:19]1[C:23]([C:24]#[N:25])=C[NH:21][N:20]=1>C(O)(=O)C>[F:16][C:13]([F:14])([F:15])[C:8]1[CH:9]=[CH:10][CH:11]=[CH:12][C:7]=1[C:5]1[N:21]2[N:20]=[CH:19][C:23]([C:24]#[N:25])=[C:17]2[N:2]=[CH:3][CH:4]=1. Starting materials: N1CC(C(=O)O)CCC1 (nipecotic acid), NCCC(=O)O (β-alanine), N1CC(C(=O)O)=CCC1 (guvacine), O1N=C(C=2CNCCC21)O (THPO), C[N+](C)(C)CC(=O)O (betaine), C(CN)[C@@H](C(=O)O)N (L-DABA), OH nipecotic. Procedure: [3H]GABA3 (98.9 Ci/mmole) was obtained from New England Nuclear (Boston, Mass.). β-alanine, betaine and L-DABA (L-(2,4) diaminobutyric acid) were from Sigma Chemical Company (St. Louis, Mo.); guvacine, nipecotic acid, OH-nipecotic (hydroxynipecotic acid), and THPO (4,5,6,7-tetrahydroisoxazolo (4,5-c]pyridin-3-ol) were from RBI (Natick, Mass.). ACHC (cis-3-aminocyclohexanecarboxylic acid) was kindly provided by Drs. Richard Milius and William White of the NIgH Chemical Synthesis Program. Reaction SMILES: N[CH2:2][CH2:3][C:4]([OH:6])=[O:5].C[N+](CC(O)=O)(C)C.[CH2:15]([C@H:18](N)[C:19](O)=O)[CH2:16][NH2:17].N1CCC=C(C(O)=O)C1.N1CCCC(C(O)=O)C1.O1C2CCNCC=2C(O)=N1>>[NH2:17][C@@H:16]1[CH2:15][CH2:18][CH2:19][C@H:3]([C:4]([OH:6])=[O:5])[CH2:2]1. The product is N[C@H]1C[C@H](CCC1)C(=O)O (ACHC). Reactants: O1CCCC1 (tetrahydrofuran), CN (methylamine), C(C1=CC=CC=C1)OC(=O)NC=1C2C(C(=O)NC2=O)(C=CC1)OCCC (3-(benzyloxycarbonylamino)-1-propoxylphthalimide). Solvent: C(C)O (ethanol). Reaction conditions: time 1 hour. Yields the product C(C1=CC=CC=C1)OC(=O)NCCCON (3-(Benzyloxycarbonylamino)-1-propoxyamine). The yield is 97.0%. As a reaction SMILES: [CH2:1]([O:8][C:9]([NH:11][C:12]1[CH:13]2C(=O)NC(=O)[C:14]2([O:23]CCC)C=CC=1)=[O:10])[C:2]1[CH:7]=[CH:6][CH:5]=[CH:4][CH:3]=1.O1CCCC1.C[NH2:33]>C(O)C>[CH2:1]([O:8][C:9]([NH:11][CH2:12][CH2:13][CH2:14][O:23][NH2:33])=[O:10])[C:2]1[CH:7]=[CH:6][CH:5]=[CH:4][CH:3]=1. Procedure: To a solution of N-[3-(benzyloxycarbonylamino)-1-propoxylphthalimide (1.42 g, 4.0 mmol), as prepared in the preceding step, in ethanol (20 mL) and tetrahydrofuran (20 mL) was added 40% methylamine (2 mL, 25 mmol). The solution was stirred at room temperature for 1 h. The solvent was evaporated and the residue passed through silica gel (3:1 ethyl acetate:hexane to ethyl acetate) to give the title compound as a white solid (870 mg, 97%). 1H-NMR (300 MHz, CDCl3) δ7.36 (m, 5H), 5.38 (br s, 2H), 5.09...